Dataset: the Open Reaction Database (ORD), a public repository of structured organic reaction records. Task: describe an organic reaction: reactants, conditions, products, and yield Reactants: Cc1onc(-c2ccc(Cl)cc2)c1CO, O=S(Cl)Cl. Product: Cc1onc(-c2ccc(Cl)cc2)c1CCl. As a reaction SMILES: [Cl:1][c:2]1[cH:3][cH:4][c:5](-[c:8]2[n:9][o:10][c:11]([CH3:15])[c:12]2[CH2:13][OH:14])[cH:6][cH:7]1.[S:16]([Cl:17])([Cl:18])=[O:19]>>[Cl:1][c:2]1[cH:3][cH:4][c:5](-[c:8]2[n:9][o:10][c:11]([CH3:15])[c:12]2[CH2:13][Cl:18])[cH:6][cH:7]1. Starting materials: [N+](=O)([O-])C=1C=CC2=C(C=C(O2)C(=O)O)C1 (5-Nitro-benzofuran-2-carboxylic acid), CCO (EtOH). Product: C(C)OC(=O)C=1OC2=C(C1)C=C(C=C2)[N+](=O)[O-] (5-Nitro-benzofuran-2-carboxylic acid ethyl ester). As a reaction SMILES: [N+:1]([C:4]1[CH:5]=[CH:6][C:7]2[O:11][C:10]([C:12]([OH:14])=[O:13])=[CH:9][C:8]=2[CH:15]=1)([O-:3])=[O:2].[CH3:16][CH2:17]O>>[CH2:16]([O:13][C:12]([C:10]1[O:11][C:7]2[CH:6]=[CH:5][C:4]([N+:1]([O-:3])=[O:2])=[CH:15][C:8]=2[CH:9]=1)=[O:14])[CH3:17]. Procedure: 5-Nitro-benzofuran-2-carboxylic acid (500 mg, 2.41 mmol) was esterified with EtOH using Method A to give the title compound.